Dataset: the Open Reaction Database (ORD), a public repository of structured organic reaction records. Task: describe an organic reaction: reactants, conditions, products, and yield Reactants: COC(C)(C)C, C[Si](C)(C)C(F)(F)F, CN1CCCC1=O, [Cu]I, [F-], Cc1ccc(I)nn1, [K+], N#N, N, CN(C)C=O. The product is Cc1ccc(C(F)(F)F)nn1. RXN SMILES: [C:36]([O:37][CH3:38])([CH3:39])([CH3:40])[CH3:41].[CH3:13][Si:14]([C:15]([F:16])([F:17])[F:18])([CH3:19])[CH3:20].[CH3:27][N:28]1[CH2:29][CH2:30][CH2:31][C:32]1=[O:33].[Cu:34][I:35].[F-:1].[I:5][c:6]1[n:7][n:8][c:9]([CH3:12])[cH:10][cH:11]1.[K+:2].[N:3]#[N:4].[NH3:21].[O:22]=[CH:23][N:24]([CH3:25])[CH3:26]>>[c:6]1([C:15]([F:16])([F:17])[F:18])[n:7][n:8][c:9]([CH3:12])[cH:10][cH:11]1.